This data is from the Open Reaction Database (ORD), a public repository of structured organic reaction records. The task is: describe an organic reaction: reactants, conditions, products, and yield Starting materials: C(C)C=1C=C2CC(CC2=CC1CC)NC[C@H](O)C1=C2C=CC(NC2=C(C=C1)O)=O ((R)-5-[2-(5,6-diethyl-indan-2-ylamino)-1-hydroxyethyl]-8-hydroxy-1H-quinolin-2-one), S(O)(O)(=O)=O (sulfuric acid). Run in C(C)(=O)O (acetic acid), C(C)(=O)O (acetic acid). Conditions: time 5 minute. Product: S(=O)(=O)(O)O.C(C)C=1C=C2CC(CC2=CC1CC)NC[C@H](O)C1=C2C=CC(NC2=C(C=C1)O)=O ((R)-5-[2-(5,6-diethyl-indan-2-ylamino)-1-hydroxyethyl]-8-hydroxy-1H-quinolin-2-one hydrogen sulfate). As a reaction SMILES: [CH2:1]([C:3]1[CH:4]=[C:5]2[C:9](=[CH:10][C:11]=1[CH2:12][CH3:13])[CH2:8][CH:7]([NH:14][CH2:15][C@@H:16]([C:18]1[CH:27]=[CH:26][C:25]([OH:28])=[C:24]3[C:19]=1[CH:20]=[CH:21][C:22](=[O:29])[NH:23]3)[OH:17])[CH2:6]2)[CH3:2].[S:30](=[O:34])(=[O:33])([OH:32])[OH:31]>C(O)(=O)C>[S:30]([OH:34])([OH:33])(=[O:32])=[O:31].[CH2:12]([C:11]1[CH:10]=[C:9]2[C:5](=[CH:4][C:3]=1[CH2:1][CH3:2])[CH2:6][CH:7]([NH:14][CH2:15][C@@H:16]([C:18]1[CH:27]=[CH:26][C:25]([OH:28])=[C:24]3[C:19]=1[CH:20]=[CH:21][C:22](=[O:29])[NH:23]3)[OH:17])[CH2:8]2)[CH3:13] |f:3.4|. Procedure: 2.063 g (R)-5-[2-(5,6-diethyl-indan-2-ylamino)-1-hydroxyethyl]-8-hydroxy-1H-quinolin-2-one base (5.256 mmoles) are dissolved in 12 ml acetic acid at 50° C. A solution of 0.526 g sulfuric acid 98% (5.256 mmoles) in 4 ml acetic acid is adder dropwise, at constant flow rate, over 5 minutes. The clear solution is allowed to cool. Crystallization takes spontaneously place at ca. 35° C. The suspension is stirred for 18 h at room temperature and then filtered. The crystals are washed with 4 ml acetic a... Reactants: [OH-].[Na+] (sodium hydroxide), C(C)(C)N1NC(C(=C1OC1=CC=CC=C1)CC1=CC=C(C=C1)OC)=O (1-isopropyl-4-(4-methoxybenzyl)-5-phenoxy-1,2-dihydro-3H-pyrazol-3-one), CC(=O)OC[C@@H]1[C@H]([C@@H]([C@H]([C@H](O1)Br)OC(=O)C)OC(=O)C)OC(=O)C (acetobromo-α-D-glucose), benzyl(n-tributyl)ammonium chloride. The solvent is ClCCl (dichloromethane). Reaction conditions: time 2 hour. The product is C(C)(C)N1N=C(C(=C1OC1=CC=CC=C1)CC1=CC=C(C=C1)OC)O[C@H]1[C@H](O)[C@@H](O)[C@H](O)[C@H](O1)CO (1-Isopropyl-4-(4-methoxybenzyl)-5-phenoxy-3-(β-D-glucopyranosyloxy)-1H-pyrazole). The yield is 67.6%. As a reaction SMILES: [CH:1]([N:4]1[C:8]([O:9][C:10]2[CH:15]=[CH:14][CH:13]=[CH:12][CH:11]=2)=[C:7]([CH2:16][C:17]2[CH:22]=[CH:21][C:20]([O:23][CH3:24])=[CH:19][CH:18]=2)[C:6](=[O:25])[NH:5]1)([CH3:3])[CH3:2].CC([O:29][CH2:30][C@H:31]1[O:36][C@H:35](Br)[C@H:34]([O:38]C(C)=O)[C@@H:33]([O:42]C(C)=O)[C@@H:32]1[O:46]C(C)=O)=O.[OH-].[Na+]>ClCCl>[CH:1]([N:4]1[C:8]([O:9][C:10]2[CH:15]=[CH:14][CH:13]=[CH:12][CH:11]=2)=[C:7]([CH2:16][C:17]2[CH:18]=[CH:19][C:20]([O:23][CH3:24])=[CH:21][CH:22]=2)[C:6]([O:25][C@@H:35]2[O:36][C@H:31]([CH2:30][OH:29])[C@@H:32]([OH:46])[C@H:33]([OH:42])[C@H:34]2[OH:38])=[N:5]1)([CH3:2])[CH3:3] |f:2.3|. Procedure details: To a suspension of 1-isopropyl-4-(4-methoxybenzyl)-5-phenoxy-1,2-dihydro-3H-pyrazol-3-one (10 mg), acetobromo-α-D-glucose (40 mg) and benzyl(n-tributyl)ammonium chloride (30 mg) in dichloromethane (3 mL) was added sodium hydroxide aqueous solution (2 mol/L, 0.1 mL) and the mixture was stirred at room temperature for 2 hours. The reaction mixture was purified by column chromatography on aminopropylated silica gel (eluent: tetrahydrofuran). The obtained semi-purified 1-isopropyl-4-(4-methoxybenzyl... Starting materials: CCC(C)=O, [I-], [Na+], Cc1ccc(S(=O)(=O)OCCC23CC4CC(CC(C4)C2)C3)cc1. Yields the product ICCC12CC3CC(CC(C3)C1)C2. Reaction SMILES: [CH3:26][C:27](=[O:28])[CH2:29][CH3:30].[I-:25].[Na+:24].[c:1]1([CH3:2])[cH:3][cH:4][c:5]([S:6]([O:7][CH2:11][CH2:12][C:13]23[CH2:14][CH:15]4[CH2:16][CH:17]([CH2:18][CH:19]([CH2:20]2)[CH2:21]4)[CH2:22]3)(=[O:8])=[O:9])[cH:10][cH:23]1>>[CH2:11]([CH2:12][C:13]12[CH2:14][CH:15]3[CH2:16][CH:17]([CH2:18][CH:19]([CH2:20]1)[CH2:21]3)[CH2:22]2)[I:25]. Starting materials: N1[C@@H](CCC1)CN1C2=C(SCC3=C1C=CC=C3)C=CC=C2 ((S)-5,11-dihydro-5-(2-pyrrolidinylmethyl)dibenzo[b,e][1,4]thiazepine), COC1=CC=C(CCBr)C=C1 (4-methoxyphenethyl bromide), C([O-])([O-])=O.[Na+].[Na+] (sodium carbonate). Reagents/catalysts: [I-].[Na+] (sodium iodide). The solvent is C(C)#N (acetonitrile). The product is COC1=CC=C(CCN2[C@@H](CCC2)CN2C3=C(SCC4=C2C=CC=C4)C=CC=C3)C=C1 ((S)-5,11-Dihydro-5-[1-(4-methoxyphenethyl)-2-pyrrolidinylmethyl]dibenzo[b,e][1,4]thiazepine). Isolated yield 61.5%. Reaction SMILES: [NH:1]1[CH2:5][CH2:4][CH2:3][C@H:2]1[CH2:6][N:7]1[C:13]2[CH:14]=[CH:15][CH:16]=[CH:17][C:12]=2[CH2:11][S:10][C:9]2[CH:18]=[CH:19][CH:20]=[CH:21][C:8]1=2.[CH3:22][O:23][C:24]1[CH:32]=[CH:31][C:27]([CH2:28][CH2:29]Br)=[CH:26][CH:25]=1.C(=O)([O-])[O-].[Na+].[Na+]>C(#N)C.[I-].[Na+]>[CH3:22][O:23][C:24]1[CH:32]=[CH:31][C:27]([CH2:28][CH2:29][N:1]2[CH2:5][CH2:4][CH2:3][C@H:2]2[CH2:6][N:7]2[C:13]3[CH:14]=[CH:15][CH:16]=[CH:17][C:12]=3[CH2:11][S:10][C:9]3[CH:18]=[CH:19][CH:20]=[CH:21][C:8]2=3)=[CH:26][CH:25]=1 |f:2.3.4,6.7|. Procedure: A mixture of (S)-5,11-dihydro-5-(2-pyrrolidinylmethyl)dibenzo[b,e][1,4]thiazepine (see Preparations 13 and 14) (2.8 g), 4-methoxyphenethyl bromide (2.6 g), sodium carbonate (1.30 g) and sodium iodide (50 mg) in acetonitrile (75 ml) was heated under reflux for 16 hours, evaporated under reduced pressure and the residue partitioned between ethyl acetate and water. The organic layer was washed with water, dried over sodium sulphate and evaporated under reduced pressure. The residue was purified by ... Reactants: O=C(CN1CCCC1)Nc1ccc(Br)cc1, COc1ccc2cc(B(O)O)sc2c1. Yields the product COc1ccc2cc(-c3ccc(NC(=O)CN4CCCC4)cc3)sc2c1. As a reaction SMILES: [Br:1][c:2]1[cH:3][cH:4][c:5]([NH:8][C:9]([CH2:10][N:11]2[CH2:12][CH2:13][CH2:14][CH2:15]2)=[O:16])[cH:6][cH:7]1.[CH3:17][O:18][c:19]1[cH:20][cH:21][c:22]2[c:23]([s:24][c:25]([B:27]([OH:28])[OH:29])[cH:26]2)[cH:30]1>>[c:2]1(-[c:25]2[s:24][c:23]3[c:22]([cH:21][cH:20][c:19]([O:18][CH3:17])[cH:30]3)[cH:26]2)[cH:3][cH:4][c:5]([NH:8][C:9]([CH2:10][N:11]2[CH2:12][CH2:13][CH2:14][CH2:15]2)=[O:16])[cH:6][cH:7]1. Starting materials: C(C)(=O)O[C@H]1[C@H](OC=2C(=NC=CC2)Cl)SC[C@H]([C@@H]1OC(C)=O)OC(C)=O (2-chloro-3-pyridinyl 2,3,4-tri-O-acetyl-5-thio-β-D-xylo-pyranoside), C1(=CC=CC=C1)B(O)O (phenylboronic acid), [F-].[Cs+] (cesium fluoride), [1,1′-bis(diphenyl-phosphino)ferrocene]dichloropalladium(II) dichloromethane. The solvent is COCCOC (DME). Conditions: temperature 120 celsius. The product is C(C)(=O)O[C@H]1[C@H](OC=2C(=NC=CC2)C2=CC=CC=C2)SC[C@H]([C@@H]1OC(C)=O)OC(C)=O (2-phenyl-3-pyridinyl 2,3,4-tri-O-acetyl-5-thio-β-D-xylopyranoside). Isolated yield 90.0%. RXN SMILES: [C:1]([O:4][C@@H:5]1[C@@H:18]([O:19][C:20](=[O:22])[CH3:21])[C@H:17]([O:23][C:24](=[O:26])[CH3:25])[CH2:16][S:15][C@H:6]1[O:7][C:8]1[C:9](Cl)=[N:10][CH:11]=[CH:12][CH:13]=1)(=[O:3])[CH3:2].[C:27]1(B(O)O)[CH:32]=[CH:31][CH:30]=[CH:29][CH:28]=1.[F-].[Cs+]>COCCOC>[C:1]([O:4][C@@H:5]1[C@@H:18]([O:19][C:20](=[O:22])[CH3:21])[C@H:17]([O:23][C:24](=[O:26])[CH3:25])[CH2:16][S:15][C@H:6]1[O:7][C:8]1[C:9]([C:27]2[CH:32]=[CH:31][CH:30]=[CH:29][CH:28]=2)=[N:10][CH:11]=[CH:12][CH:13]=1)(=[O:3])[CH3:2] |f:2.3|. Procedure details: 0.1 g (0.24 mM) of 2-chloro-3-pyridinyl 2,3,4-tri-O-acetyl-5-thio-β-D-xylo-pyranoside, 30 ml of DME, 0.037 g (0.29 mM) of phenylboronic acid, 0.102 g (0.66 mM) of cesium fluoride and 0.021 g (0.024 mM) of [1,1′-bis(diphenyl-phosphino)ferrocene]dichloropalladium(II) dichloromethane are mixed. The mixture is heated for 2 hours at 120° C. under an inert atmosphere in a microwave oven. The reaction medium is then filtered on a Whatman filter, the material on the filter is rinsed with ethyl acetate a... Starting materials: CC(C)(C)OC(=O)NC1CC(NC(=O)OC(C)(C)C)CN(c2nc3ccc(NC(=O)c4ccc([N+](=O)[O-])cc4)cc3nc2N2CC(NC(=O)OC(C)(C)C)CC(NC(=O)OC(C)(C)C)C2)C1, CCOC(C)=O, CO, NN. Yields the product CC(C)(C)OC(=O)NC1CC(NC(=O)OC(C)(C)C)CN(c2nc3ccc(NC(=O)c4ccc(N)cc4)cc3nc2N2CC(NC(=O)OC(C)(C)C)CC(NC(=O)OC(C)(C)C)C2)C1. As a reaction SMILES: [C:1]([CH3:2])([CH3:3])([CH3:4])[O:5][C:6](=[O:7])[NH:8][CH:9]1[CH2:10][N:11]([c:23]2[n:24][c:25]3[cH:26][cH:27][c:28]([NH:55][C:56]([c:57]4[cH:58][cH:59][c:60]([N+:63]([O-:64])=[O:65])[cH:61][cH:62]4)=[O:66])[cH:29][c:30]3[n:31][c:32]2[N:33]2[CH2:34][CH:35]([NH:47][C:48](=[O:49])[O:50][C:51]([CH3:52])([CH3:53])[CH3:54])[CH2:36][CH:37]([NH:39][C:40](=[O:41])[O:42][C:43]([CH3:44])([CH3:45])[CH3:46])[CH2:38]2)[CH2:12][CH:13]([NH:15][C:16](=[O:17])[O:18][C:19]([CH3:20])([CH3:21])[CH3:22])[CH2:14]1.[CH3:69][CH2:70][O:71][C:72]([CH3:73])=[O:74].[CH3:75][OH:76].[NH2:67][NH2:68]>>[C:1]([CH3:2])([CH3:3])([CH3:4])[O:5][C:6](=[O:7])[NH:8][CH:9]1[CH2:10][N:11]([c:23]2[n:24][c:25]3[cH:26][cH:27][c:28]([NH:55][C:56]([c:57]4[cH:58][cH:59][c:60]([NH2:63])[cH:61][cH:62]4)=[O:66])[cH:29][c:30]3[n:31][c:32]2[N:33]2[CH2:34][CH:35]([NH:47][C:48](=[O:49])[O:50][C:51]([CH3:52])([CH3:53])[CH3:54])[CH2:36][CH:37]([NH:39][C:40](=[O:41])[O:42][C:43]([CH3:44])([CH3:45])[CH3:46])[CH2:38]2)[CH2:12][CH:13]([NH:15][C:16](=[O:17])[O:18][C:19]([CH3:20])([CH3:21])[CH3:22])[CH2:14]1.